This data is from the Open Reaction Database (ORD), a public repository of structured organic reaction records. The task is: describe an organic reaction: reactants, conditions, products, and yield Reactants: COCCNC (2-methoxy-N-methylethanamine), CN(C)C=O (DMF), ClC=1C=C(CNC(NC=2SC=C(N2)C(=O)O)=O)C=CC1Cl (2-(3-(3,4-dichlorobenzyl)ureido)thiazole-4-carboxylic acid), CN(C)C(=[N+](C)C)ON1C2=C(C=CC=C2)N=N1.[B-](F)(F)(F)F (TBTU). Run in CCOC(=O)C (EtOAc), C(C)N(CC)CC (triethylamine). Yields the product ClC=1C=C(CNC(NC=2SC=C(N2)C(=O)N(C)CCOC)=O)C=CC1Cl (2-(3-(3,4-Dichlorobenzyl)ureido)-N-(2-methoxyethyl)-N-methylthiazole-4-carboxamide). As a reaction SMILES: [CH3:1][O:2][CH2:3][CH2:4][NH:5][CH3:6].CN(C=O)C.[Cl:12][C:13]1[CH:14]=[C:15]([CH:29]=[CH:30][C:31]=1[Cl:32])[CH2:16][NH:17][C:18](=[O:28])[NH:19][C:20]1[S:21][CH:22]=[C:23]([C:25]([OH:27])=O)[N:24]=1.CN(C(ON1N=NC2C=CC=CC1=2)=[N+](C)C)C.[B-](F)(F)(F)F>CCOC(C)=O.C(N(CC)CC)C>[Cl:12][C:13]1[CH:14]=[C:15]([CH:29]=[CH:30][C:31]=1[Cl:32])[CH2:16][NH:17][C:18](=[O:28])[NH:19][C:20]1[S:21][CH:22]=[C:23]([C:25]([N:5]([CH2:4][CH2:3][O:2][CH3:1])[CH3:6])=[O:27])[N:24]=1 |f:3.4|. Reported procedure: 2-methoxy-N-methylethanamine (56 μL, 0.625 mmol, 2.5 eq) was added to a DMF (2 mL) solution of 2-(3-(3,4-dichlorobenzyl)ureido)thiazole-4-carboxylic acid (87 mg, 0.25 mmol), TBTU (93 mg, 0.29 mmol, 1.15 eq) and triethylamine (100 μL). After an hour stirring, an aqueous work-up with EtOAc afforded the title compound. 1H NMR (400 MHz, CDCl3): 11.27 (s, 1H), 8.70 (s, 1H), 7.49 (d, 1H), 7.35 (dd, 1H), 7.20 (dd, 1H), 4.40 (d, 2H), 2.80-3.70 (m, 7H, rotamers). MS (ES+): M/Z 417 (M+1). Starting materials: N1CCCC1 (pyrrolidine), C(C)(=O)O (acetic acid), C(C)(=O)O[BH-](OC(C)=O)OC(C)=O.[Na+] (sodium triacetoxyborohydride), ClC1=C2CNC(C2=C(C=C1)C=1N(C2=CC=C(C=C2C1)C=O)C(=O)OC(C)(C)C)=O (4-chloro-7-[1-(tert-butoxycarbonyl)-5-formylindol-2-yl]isoindolinone), Cl (hydrochloric acid). Reaction SMILES: [Cl:1][C:2]1[CH:10]=[CH:9][C:8]([C:11]2[N:12]([C:22]([O:24][C:25]([CH3:28])([CH3:27])[CH3:26])=[O:23])[C:13]3[C:18]([CH:19]=2)=[CH:17][C:16]([CH:20]=O)=[CH:15][CH:14]=3)=[C:7]2[C:3]=1[CH2:4][NH:5][C:6]2=[O:29].[NH:30]1[CH2:34][CH2:33][CH2:32][CH2:31]1.C(O)(=O)C.C(O[BH-](OC(=O)C)OC(=O)C)(=O)C.[Na+].Cl>C(#N)C.C(OCC)(=O)C>[Cl:1][C:2]1[CH:10]=[CH:9][C:8]([C:11]2[N:12]([C:22]([O:24][C:25]([CH3:27])([CH3:28])[CH3:26])=[O:23])[C:13]3[C:18]([CH:19]=2)=[CH:17][C:16]([CH2:20][N:30]2[CH2:34][CH2:33][CH2:32][CH2:31]2)=[CH:15][CH:14]=3)=[C:7]2[C:3]=1[CH2:4][NH:5][C:6]2=[O:29] |f:3.4|. The product is ClC1=C2CNC(C2=C(C=C1)C=1N(C2=CC=C(C=C2C1)CN1CCCC1)C(=O)OC(C)(C)C)=O (4-chloro-7-[1-(tert-butoxycarbonyl)-5-(pyrrolidin-1-ylmethyl)indol-2-yl]isoindolinone). The solvent is C(C)#N (acetonitrile), C(C)(=O)OCC (ethyl acetate). The yield is 103.8%. Procedure details: In a similar manner to Step 2 of Example 6, 4-chloro-7-[1-(tert-butoxycarbonyl)-5-formylindol-2-yl]isoindolinone (30.0 mg, 0.0730 mmol) was dissolved in acetonitrile (2 mL), and the solution was treated with pyrrolidine (0.096 mL, 1.2 mmol), acetic acid (0.084 mL, 1.5 mmol) and sodium triacetoxyborohydride (77 mg, 0.36 mmol). The reaction mixture was added with 1 mol/L hydrochloric acid and ethyl acetate, followed by extracting with 1 mol/L hydrochloric acid. The aqueous layer was added with sod... The reactants are O=C([O-])[O-], Cc1ccccc1, Fc1cnccc1-c1ncc(Cl)nc1-c1cccnc1, Cl, [Cs+], [Cs+], CC(N)C(F)(F)F, CC(=O)[O-], CC(=O)[O-], [Pd+2], c1ccc(P(c2ccccc2)c2ccc3ccccc3c2-c2c(P(c3ccccc3)c3ccccc3)ccc3ccccc23)cc1. The product is CC(Nc1cnc(-c2ccncc2F)c(-c2cccnc2)n1)C(F)(F)F. RXN SMILES: [C:29](=[O:30])([O-:31])[O-:32].[CH3:90][c:91]1[cH:92][cH:93][cH:94][cH:95][cH:96]1.[Cl:1][c:2]1[n:3][c:4](-[c:15]2[cH:16][n:17][cH:18][cH:19][cH:20]2)[c:5](-[c:8]2[c:9]([F:14])[cH:10][n:11][cH:12][cH:13]2)[n:6][cH:7]1.[ClH:21].[Cs+:33].[Cs+:34].[F:22][C:23]([CH:24]([CH3:25])[NH2:26])([F:27])[F:28].[O-:82][C:83]([CH3:84])=[O:85].[O-:86][C:87]([CH3:88])=[O:89].[Pd+2:81].[cH:35]1[cH:36][cH:37][c:38]([P:39]([c:40]2[cH:41][cH:42][c:43]3[c:44]([cH:45][cH:46][cH:47][cH:48]3)[c:49]2-[c:50]2[c:51]3[c:52]([cH:53][cH:54][cH:55][cH:56]3)[cH:57][cH:58][c:59]2[P:60]([c:61]2[cH:62][cH:63][cH:64][cH:65][cH:66]2)[c:67]2[cH:68][cH:69][cH:70][cH:71][cH:72]2)[c:73]2[cH:74][cH:75][cH:76][cH:77][cH:78]2)[cH:79][cH:80]1>>[c:2]1([NH:26][CH:24]([C:23]([F:22])([F:27])[F:28])[CH3:25])[n:3][c:4](-[c:15]2[cH:16][n:17][cH:18][cH:19][cH:20]2)[c:5](-[c:8]2[c:9]([F:14])[cH:10][n:11][cH:12][cH:13]2)[n:6][cH:7]1. Starting materials: CCN(C(C)C)C(C)C, [Cl-], O=C(Cl)Oc1ccc([N+](=O)[O-])cc1, ClCCl, Nc1ccc(Cl)cn1, O=C(Nc1ccc(-n2ccccc2=O)cc1)C1CC(O)C[NH2+]1, c1ccncc1. The product is O=C(Nc1ccc(-n2ccccc2=O)cc1)C1CC(O)CN1C(=O)Nc1ccc(Cl)cn1. Reaction SMILES: [CH2:51]([N:52]([CH:53]([CH3:54])[CH3:55])[CH:56]([CH3:57])[CH3:58])[CH3:59].[Cl-:28].[Cl:1][C:2](=[O:3])[O:4][c:5]1[cH:6][cH:7][c:8]([N+:9]([O-:10])=[O:11])[cH:12][cH:13]1.[Cl:60][CH2:61][Cl:62].[NH2:14][c:15]1[n:16][cH:17][c:18]([Cl:21])[cH:19][cH:20]1.[OH:29][CH:30]1[CH2:31][CH:32]([C:35]([NH:36][c:37]2[cH:38][cH:39][c:40](-[n:43]3[c:44](=[O:49])[cH:45][cH:46][cH:47][cH:48]3)[cH:41][cH:42]2)=[O:50])[NH2+:33][CH2:34]1.[cH:22]1[cH:23][cH:24][n:25][cH:26][cH:27]1>>[C:2](=[O:3])([NH:14][c:15]1[n:16][cH:17][c:18]([Cl:21])[cH:19][cH:20]1)[N:33]1[CH:32]([C:35]([NH:36][c:37]2[cH:38][cH:39][c:40](-[n:43]3[c:44](=[O:49])[cH:45][cH:46][cH:47][cH:48]3)[cH:41][cH:42]2)=[O:50])[CH2:31][CH:30]([OH:29])[CH2:34]1. The solvent is ClCCl (dichloromethane). Reaction conditions: time 4 hour. Yields the product C(C)(C)(C)OC(=O)N1CCC(CC1)NC1=NC=C(C=N1)OS(=O)(=O)C (4-(5-Methanesulfonyloxy-pyrimidin-2-ylamino)-piperidine-1-carboxylic acid tert-butyl ester). Isolated yield 93.4%. Procedure details: To a stirred solution of 4-(5-hydroxy-pyrimidin-2-ylamino)-piperidine-1-carboxylic acid tert-butyl ester (0.74 g, 2.5 mmol, 1.0 equiv) in dichloromethane (20 mL) were added N-ethyl diisopropylamine (1.09 mL, 0.82 g, 6.3 mmol, 2.5 equiv), followed by methanesulfonyl chloride (0.24 mL, 0.35 g, 3.0 mmol, 1.2 equiv). After stirring for 4 h, the reaction mixture was poured into ice water and extracted twice with dichloromethane. The combined organic layers were washed with water, then dried over MgSO... RXN SMILES: [C:1]([O:5][C:6]([N:8]1[CH2:13][CH2:12][CH:11]([NH:14][C:15]2[N:20]=[CH:19][C:18]([OH:21])=[CH:17][N:16]=2)[CH2:10][CH2:9]1)=[O:7])([CH3:4])([CH3:3])[CH3:2].C(N(C(C)C)C(C)C)C.[CH3:31][S:32](Cl)(=[O:34])=[O:33]>ClCCl>[C:1]([O:5][C:6]([N:8]1[CH2:9][CH2:10][CH:11]([NH:14][C:15]2[N:20]=[CH:19][C:18]([O:21][S:32]([CH3:31])(=[O:34])=[O:33])=[CH:17][N:16]=2)[CH2:12][CH2:13]1)=[O:7])([CH3:4])([CH3:2])[CH3:3]. Starting materials: C(C)(C)(C)OC(=O)N1CCC(CC1)NC1=NC=C(C=N1)O (4-(5-hydroxy-pyrimidin-2-ylamino)-piperidine-1-carboxylic acid tert-butyl ester), C(C)N(C(C)C)C(C)C (N-ethyl diisopropylamine), ice water, CS(=O)(=O)Cl (methanesulfonyl chloride). Reactants: IC1=CC=C(C=C1)C(C)C (4-iodoisopropylbenzene), C[Si](C)(C)C#C (trimethylsilylacetylene). The reagents and catalysts are Cl[Pd]([P](C1=CC=CC=C1)(C2=CC=CC=C2)C3=CC=CC=C3)([P](C4=CC=CC=C4)(C5=CC=CC=C5)C6=CC=CC=C6)Cl (dichlorobis(triphenylphosphine)palladium(II)), [Cu]I (copper(I) iodide). The solvent is hexanes, C(C)N(CC)CC (triethylamine). Conditions: time 18 hour. The product is CC(C)C1=CC=C(C=C1)C#C[Si](C)(C)C (1-(4-(2-propyl)phenyl)-2-trimethylsilyl acetylene). Reaction SMILES: I[C:2]1[CH:7]=[CH:6][C:5]([CH:8]([CH3:10])[CH3:9])=[CH:4][CH:3]=1.[CH3:11][Si:12]([C:15]#[CH:16])([CH3:14])[CH3:13]>C(N(CC)CC)C.Cl[Pd](Cl)([P](C1C=CC=CC=1)(C1C=CC=CC=1)C1C=CC=CC=1)[P](C1C=CC=CC=1)(C1C=CC=CC=1)C1C=CC=CC=1.[Cu]I>[CH3:9][CH:8]([C:5]1[CH:6]=[CH:7][C:2]([C:16]#[C:15][Si:12]([CH3:14])([CH3:13])[CH3:11])=[CH:3][CH:4]=1)[CH3:10] |^1:26,45|. Procedure: To a solution of 4-iodoisopropylbenzene (12.3 g, 50 mmol, Lancaster Chemical Co.) in triethylamine (150 mL) was added trimethylsilylacetylene (5.89 g, 60 mmol), dichlorobis(triphenylphosphine)palladium(II) (0.70 g, 1 mmol, Aldrich), and copper(I) iodide (1.5 g). The reaction was stirred at room temperature for 18 hours, diluted with hexanes and filtered. The filtrate was evaporated under reduced pressure to give crude 1-(4-(2-propyl)phenyl)-2-trimethylsilyl acetylene. Reactants: C(C)(C)(C)OC(=O)N1C[C@@H](CCC1)CN1CCN(CC1)C(=O)OCC1=CC=CC=C1 (Benzyl 4-{[(3S)-1-(tert-butoxycarbonyl)piperidin-3-yl]methyl}piperazine-1-carboxylate). Solvent: CO (methanol). Conditions: time 18 hour. Yields the product N1(CCNCC1)C[C@H]1CN(CCC1)C(=O)OC(C)(C)C (tert-butyl (3S)-3-(piperazin-1-ylmethyl)piperidine-1-carboxylate). Yield: 99.6%. As a reaction SMILES: [C:1]([O:5][C:6]([N:8]1[CH2:13][CH2:12][CH2:11][C@@H:10]([CH2:14][N:15]2[CH2:20][CH2:19][N:18](C(OCC3C=CC=CC=3)=O)[CH2:17][CH2:16]2)[CH2:9]1)=[O:7])([CH3:4])([CH3:3])[CH3:2]>CO>[N:15]1([CH2:14][C@@H:10]2[CH2:11][CH2:12][CH2:13][N:8]([C:6]([O:5][C:1]([CH3:4])([CH3:3])[CH3:2])=[O:7])[CH2:9]2)[CH2:20][CH2:19][NH:18][CH2:17][CH2:16]1. Procedure details: Benzyl 4-{[(3S)-1-(tert-butoxycarbonyl)piperidin-3-yl]methyl}piperazine-1-carboxylate (5.0 g, 12.4 mmol) was dissolved in methanol (50 ml) in a three-necked flask. The air was removed under reduced pressure and replaced with argon before the addition of 10% Pd/C (1.24 g). A balloon of hydrogen was then added and the reaction stirred at room temperature for 18 h. The hydrogen was evacuated and replaced with argon. The catalyst was then filtered and the solvent removed under reduced pressure to af...